From a dataset of the Open Reaction Database (ORD), a public repository of structured organic reaction records. describe an organic reaction: reactants, conditions, products, and yield The reactants are BrC(CO)(CO)[N+](=O)[O-] (2-bromo-2-nitropropane-1,3-diol), C(C)=O (acetaldehyde), C1=CC=CC=C1 (benzene), C1(=CC=C(C=C1)S(=O)(=O)O)C (p-toluene sulfonic acid). Run in O (water), O (water). Conditions: time 30 minute. The product is BrC1(COC(OC1)C)[N+](=O)[O-] (5-bromo-2-methyl-5-nitro-1,3-dioxane). Isolated yield 85.0%. As a reaction SMILES: [Br:1][C:2]([N+:7]([O-:9])=[O:8])([CH2:5][OH:6])[CH2:3][OH:4].[CH:10]1C=CC=C[CH:11]=1.C1(C)C=CC(S(O)(=O)=O)=CC=1.C(=O)C>O>[Br:1][C:2]1([N+:7]([O-:9])=[O:8])[CH2:5][O:6][CH:10]([CH3:11])[O:4][CH2:3]1. Procedure details: Forty grams (0.2 mole) of 2-bromo-2-nitropropane-1,3-diol were suspended in 200 ml. of benzene and about 0.3 g. of p-toluene sulfonic acid was added. The mixture was cooled in an ice-water bath and a condenser attached to the reaction vessel. About 13.5 g. (0.3 mole) of acetaldehyde were slowly added through the condenser and the reaction mixture was stirred for 30 minutes. A Dean-Stark trap was connected and the mixture warmed slowly, then heated to reflux until water no longer was evolved. (Ab...